The task is: describe an organic reaction: reactants, conditions, products, and yield. This data is from the Open Reaction Database (ORD), a public repository of structured organic reaction records. The reactants are CC(=O)NCC1CN(c2ccc3c(c2)CCNC3)C(=O)O1, C1CCOC1, CCOC(C)=O, COC(=O)Cl, [Na+], O=C([O-])O, O. Yields the product COC(=O)N1CCc2cc(N3CC(CNC(C)=O)OC3=O)ccc2C1. RXN SMILES: [CH2:1]1[NH:2][CH2:3][CH2:4][c:5]2[cH:6][c:7]([N:11]3[C:12](=[O:21])[O:13][CH:14]([CH2:16][NH:17][C:18]([CH3:19])=[O:20])[CH2:15]3)[cH:8][cH:9][c:10]21.[CH2:32]1[O:33][CH2:34][CH2:35][CH2:36]1.[CH3:38][CH2:39][O:40][C:41]([CH3:42])=[O:43].[Cl:27][C:28](=[O:29])[O:30][CH3:31].[Na+:26].[O-:22][C:23]([OH:24])=[O:25].[OH2:37]>>[CH2:1]1[N:2]([C:28](=[O:29])[O:30][CH3:31])[CH2:3][CH2:4][c:5]2[cH:6][c:7]([N:11]3[C:12](=[O:21])[O:13][CH:14]([CH2:16][NH:17][C:18]([CH3:19])=[O:20])[CH2:15]3)[cH:8][cH:9][c:10]21. Reactants: C1(=CC=CC=C1)S(=O)(=O)Cl (Benzenesulfonyl chloride), [OH-].[Na+] (sodium hydroxide), ClC1=NC=CC2=C1C=CN2 (4-chloro-1H-pyrrolo[3,2-c]pyridine). The reagents and catalysts are S(=O)(=O)(O)[O-].C(CCC)[N+](CCCC)(CCCC)CCCC (tetrabutylammonium hydrogen sulfate). The solvent is C(Cl)Cl (CH2Cl2), C(Cl)Cl (CH2Cl2). Run at time 4 hour. Product: C1(=CC=CC=C1)S(=O)(=O)N1C=CC=2C(=NC=CC21)Cl (1-Benzenesulfonyl-4-chloro-1H-pyrrolo[3,2-c]pyridine). Isolated yield 70.5%. As a reaction SMILES: [C:1]1([S:7](Cl)(=[O:9])=[O:8])[CH:6]=[CH:5][CH:4]=[CH:3][CH:2]=1.[OH-].[Na+].[Cl:13][C:14]1[C:19]2[CH:20]=[CH:21][NH:22][C:18]=2[CH:17]=[CH:16][N:15]=1>S([O-])(O)(=O)=O.C([N+](CCCC)(CCCC)CCCC)CCC.C(Cl)Cl>[C:1]1([S:7]([N:22]2[C:18]3[CH:17]=[CH:16][N:15]=[C:14]([Cl:13])[C:19]=3[CH:20]=[CH:21]2)(=[O:9])=[O:8])[CH:6]=[CH:5][CH:4]=[CH:3][CH:2]=1 |f:1.2,4.5|. Procedure details: Benzenesulfonyl chloride (3 mL, 23.5 mmol) is added dropwise to a solution of tetrabutylammonium hydrogen sulfate (0.53 g, 1.56 mmol), sodium hydroxide (1.56 g, 38.9 mmol) and 4-chloro-1H-pyrrolo[3,2-c]pyridine (2.38 g, 15.6 mmol) (prepared according to Rasmussen, M. J. Het. Chem, 1992, 29, 359) in CH2Cl2. The mixture is stirred at room temperature for 4 hours the diluted with CH2Cl2 and washed with saturated NH4Cl solution and brine. The organic layer is dried over MgSO4, filtered and concentra... The reactants are [BH4-], CO, COC(=O)C=CC(CCCCNS(=O)(=O)c1ccc(Cl)cc1)CCCc1cccnc1, Cl[Co]Cl, [Na+], O, O, O, O, O, O. Yields the product COC(=O)CCC(CCCCNS(=O)(=O)c1ccc(Cl)cc1)CCCc1cccnc1. RXN SMILES: [BH4-:32].[CH3:34][OH:35].[Cl:1][c:2]1[cH:3][cH:4][c:5]([S:8](=[O:9])(=[O:10])[NH:11][CH2:12][CH2:13][CH2:14][CH2:15][CH:16]([CH:17]=[CH:18][C:19](=[O:20])[O:21][CH3:22])[CH2:23][CH2:24][CH2:25][c:26]2[cH:27][n:28][cH:29][cH:30][cH:31]2)[cH:6][cH:7]1.[Co:42]([Cl:43])[Cl:44].[Na+:33].[OH2:36].[OH2:37].[OH2:38].[OH2:39].[OH2:40].[OH2:41]>>[Cl:1][c:2]1[cH:3][cH:4][c:5]([S:8](=[O:9])(=[O:10])[NH:11][CH2:12][CH2:13][CH2:14][CH2:15][CH:16]([CH2:17][CH2:18][C:19](=[O:20])[O:21][CH3:22])[CH2:23][CH2:24][CH2:25][c:26]2[cH:27][n:28][cH:29][cH:30][cH:31]2)[cH:6][cH:7]1. Starting materials: C(CO)(=O)O (glycolic acid), C(CN)N (ethylenediamine), C(C(C)C)(=O)O (isobutyric acid), flavin mononucleotide, CCC(CC)COC(C1=CC=CC=C1)(C2=CC=CC=C2)C(=O)N(C)CC[NH+](C)C.[Cl-] (X-100), GS115-MSP10. The solvent is solution. Run at temperature 5 celsius, time 0.75 hour. Yields the product C(C=O)(=O)O (glyoxylic acid), C(C(=O)O)(=O)O (oxalic acid). As a reaction SMILES: [C:1]([OH:5])(=[O:4])[CH2:2][OH:3].C(N)CN.C(O)(=[O:14])C(C)C.CCC(COC(C(N(CC[NH+](C)C)C)=O)(C1C=CC=CC=1)C1C=CC=CC=1)CC.[Cl-]>>[C:1]([OH:5])(=[O:4])[CH:2]=[O:3].[C:2]([OH:14])(=[O:3])[C:1]([OH:5])=[O:4] |f:3.4|. Procedure details: A 300-mL EZE-Seal stirred autoclave reactor equipped with Dispersimax Impeller (Autoclave Engineers) was charged with 100 mL of a solution containing glycolic acid (0.750M), ethylenediamine (0.863M), isobutyric acid (0.100M, HPLC internal standard), and flavin mononucleotide (0.01 mM), at pH 9.25, and the solution cooled to 5° C. To the reactor was then added 2.0 g of Pichia pastoris transformant strain GS115-MSP10 (2763 IU glycolate oxidase and 494,000 IU catalase) which had been permeabilized ...